describe an organic reaction: reactants, conditions, products, and yield From a dataset of the Open Reaction Database (ORD), a public repository of structured organic reaction records. The solvent is CN(C)C=O (DMF), C(=O)(O)[O-].[Na+] (NaHCO3), CN(C)C=O (DMF), CN(C)C=O (DMF). Run at time 1.5 hour. Reactants: BrC=1C=NNC1 (4-bromopyrazole), BrCC1(COC1)C (3-bromomethyl-3-methyloxetane), [H-].[Na+] (NaH). Yield: 94.2%. Reaction SMILES: [H-].[Na+].[Br:3][C:4]1[CH:5]=[N:6][NH:7][CH:8]=1.Br[CH2:10][C:11]1([CH3:15])[CH2:14][O:13][CH2:12]1>CN(C=O)C.C([O-])(O)=O.[Na+]>[Br:3][C:4]1[CH:5]=[N:6][N:7]([CH2:10][C:11]2([CH3:15])[CH2:14][O:13][CH2:12]2)[CH:8]=1 |f:0.1,5.6|. Product: BrC=1C=NN(C1)CC1(COC1)C (4-Bromo-1-(3-methyl-oxetan-3-ylmethyl)-1H-pyrazole). Procedure: To a suspension of NaH (98 mg, 55% in mineral oil, 2.25 mmol) in DMF (1.2 ml) was added a solution of 4-bromopyrazole (300 mg, 2.04 mmol) in DMF (2 ml). The reaction mixture was stirred at room temperature for 15 minutes before a solution of 3-bromomethyl-3-methyloxetane (404 mg, 2.45 mmol) in DMF (2 ml) was added slowly. The mixture was stirred at room temperature for 1.5 h, then diluted with saturated NaHCO3 solution and extracted with 3 times with EtOAc. The combined organic layers were washe...